From a dataset of the Open Reaction Database (ORD), a public repository of structured organic reaction records. describe an organic reaction: reactants, conditions, products, and yield Reactants: CCOC(=O)c1ccc(-c2ccc(OC)nc2)cc1, CS(C)=O. Product: COc1ccc(-c2ccc(C(=O)O)cc2)cn1. Reaction SMILES: [CH2:1]([CH3:2])[O:3][C:4]([c:5]1[cH:6][cH:7][c:8](-[c:11]2[cH:12][n:13][c:14]([O:17][CH3:18])[cH:15][cH:16]2)[cH:9][cH:10]1)=[O:19].[CH3:20][S:21]([CH3:22])=[O:23]>>[O:3]=[C:4]([c:5]1[cH:6][cH:7][c:8](-[c:11]2[cH:12][n:13][c:14]([O:17][CH3:18])[cH:15][cH:16]2)[cH:9][cH:10]1)[OH:19]. Reactants: N1CCC(CC1)NC(=O)C1=CNC2=C1N=CN=C2C2=C(C=CC=C2)OCC2CC2 (4-(2-cyclopropylmethoxy-phenyl)-5H-pyrrolo[3,2-d]pyrimidine-7-carboxylic acid piperidin-4-ylamide), C(C)(=O)Cl (acetyl chloride). The product is C(C)(=O)N1CCC(CC1)NC(=O)C1=CNC2=C1N=CN=C2C2=C(C=CC=C2)OCC2CC2 (4-(2-Cyclopropylmethoxy-phenyl)-5H-pyrrolo[3,2-d]pyrimidine-7-carboxylic acid (1-acetyl-piperidin-4-yl)-amide). RXN SMILES: [NH:1]1[CH2:6][CH2:5][CH:4]([NH:7][C:8]([C:10]2[C:14]3[N:15]=[CH:16][N:17]=[C:18]([C:19]4[CH:24]=[CH:23][CH:22]=[CH:21][C:20]=4[O:25][CH2:26][CH:27]4[CH2:29][CH2:28]4)[C:13]=3[NH:12][CH:11]=2)=[O:9])[CH2:3][CH2:2]1.[C:30](Cl)(=[O:32])[CH3:31]>>[C:30]([N:1]1[CH2:2][CH2:3][CH:4]([NH:7][C:8]([C:10]2[C:14]3[N:15]=[CH:16][N:17]=[C:18]([C:19]4[CH:24]=[CH:23][CH:22]=[CH:21][C:20]=4[O:25][CH2:26][CH:27]4[CH2:28][CH2:29]4)[C:13]=3[NH:12][CH:11]=2)=[O:9])[CH2:5][CH2:6]1)(=[O:32])[CH3:31]. Reported procedure: Starting from 4-(2-cyclopropylmethoxy-phenyl)-5H-pyrrolo[3,2-d]pyrimidine-7-carboxylic acid piperidin-4-ylamide (example A162) and acetyl chloride the title compound is obtained as colorless solid. Starting materials: C1(=CC=CC=C1)P(C1=CC=CC=C1)C1=CC=CC=C1 (triphenylphosphine), [N+](=O)([O-])C1=CC(=CC=C1)C(C)N=[N+]=[N-] (1-Nitro-3-(1-azidoethyl)benzene), [OH-].[Na+] (sodium hydroxide). Run in C(C)(=O)OCC (ethyl acetate), O1CCCC1 (tetrahydrofuran). Reaction conditions: time 18 hour. Product: [N+](=O)([O-])C=1C=C(C(C)N)C=CC1 (3-Nitro-α-Methylbenzylamine). Yield: 97.9%. As a reaction SMILES: [N+:1]([C:4]1[CH:9]=[CH:8][CH:7]=[C:6]([CH:10]([N:12]=[N+]=[N-])[CH3:11])[CH:5]=1)([O-:3])=[O:2].C1(P(C2C=CC=CC=2)C2C=CC=CC=2)C=CC=CC=1.[OH-].[Na+]>O1CCCC1.C(OCC)(=O)C>[N+:1]([C:4]1[CH:5]=[C:6]([CH:7]=[CH:8][CH:9]=1)[CH:10]([NH2:12])[CH3:11])([O-:3])=[O:2] |f:2.3|. Reported procedure: 1-Nitro-3-(1-azidoethyl)benzene (1.3 g, 6.76 mmol) was dissolved in tetrahydrofuran and triphenylphosphine (1.9 g, 7.4 mmol) was added. The resulting solution was stirred at ambient temperature for 18 hours. 1M aqueous sodium hydroxide (1 ml) was then added and the stirring continued for 48 hours. The reaction was diluted with ethyl acetate, washed with brine several times, dried over magnesium sulfate, filtered, and evaporated. The residue was chromatographed (silica gel, 2:1 hexane:ethyl aceta... Reactants: FC(F)(F)c1cc(Br)ccc1CBr, O=Cc1ccc2[nH]ncc2c1. The product is O=Cc1ccc2c(cnn2Cc2ccc(Br)cc2C(F)(F)F)c1. Reaction SMILES: [Br:12][c:13]1[cH:14][c:15]([C:21]([F:22])([F:23])[F:24])[c:16]([CH2:19][Br:20])[cH:17][cH:18]1.[nH:1]1[n:2][cH:3][c:4]2[cH:5][c:6]([CH:10]=[O:11])[cH:7][cH:8][c:9]12>>[n:1]1([CH2:19][c:16]2[c:15]([C:21]([F:22])([F:23])[F:24])[cH:14][c:13]([Br:12])[cH:18][cH:17]2)[n:2][cH:3][c:4]2[cH:5][c:6]([CH:10]=[O:11])[cH:7][cH:8][c:9]12. The solvent is C(C)(=O)O (acetic acid). Procedure details: A mixture of 2.02 g (9.0 mmol) of the product of Step D and 1.10 g (9.0 mmol) of N-hydroxymethyl-2-chloroacetamide was added in portions to a vigorously stirred solution of 9.0 mL acetic acid and 1.0 mL (98%) sulfuric acid at 0-10° C. The reaction mixture was allowed to warm to room temperature over several hours, and stirring was maintained for a total of 2 days. The reaction mixture was poured into ice-water, neutralized with saturated aqueous NaHCO3 solution and extracted into CH2Cl2. The org... Reactants: ice water, ClC(=C(Cl)Cl)C=1C=C(C=CC1)O (3-(Trichlorovinyl)phenol), OCNC(CCl)=O (N-hydroxymethyl-2-chloroacetamide), S(O)(O)(=O)=O (sulfuric acid), C(=O)(O)[O-].[Na+] (NaHCO3). As a reaction SMILES: [Cl:1][C:2]([C:6]1[CH:7]=[C:8]([OH:12])[CH:9]=[CH:10][CH:11]=1)=[C:3]([Cl:5])[Cl:4].O[CH2:14][NH:15][C:16](=[O:19])[CH2:17][Cl:18].S(=O)(=O)(O)O.C([O-])(O)=O.[Na+]>C(O)(=O)C>[Cl:18][CH2:17][C:16]([NH:15][CH2:14][C:9]1[CH:10]=[CH:11][C:6]([C:2]([Cl:1])=[C:3]([Cl:4])[Cl:5])=[CH:7][C:8]=1[OH:12])=[O:19] |f:3.4|. Yields the product ClCC(=O)NCC1=C(C=C(C=C1)C(=C(Cl)Cl)Cl)O (2-Chloro-N-[2-hydroxy-4-(trichlorovinyl)benzyl]acetamide). Starting materials: COC1=CC(=C(C=C1)B1OC(C(O1)(C)C)(C)C)C (2-(4-methoxy-2-methylphenyl)-4,4,5,5-tetramethyl-1,3,2-dioxaborolane), BrC=1C(=NC=NC1C)C (5-bromo-4,6-dimethylpyrimidine), P(=O)([O-])([O-])[O-].[K+].[K+].[K+] (potassium phosphate). Reagents/catalysts: C1(=CC=CC=C1)P([C-]1C=CC=C1)C1=CC=CC=C1.[C-]1(C=CC=C1)P(C1=CC=CC=C1)C1=CC=CC=C1.[Fe+2] (1,1′-Bis(diphenylphosphino)ferrocene). Solvent: O1CCOCC1 (1,4-dioxane), O (water). Yields the product COC1=CC(=C(C=C1)C=1C(=NC=NC1C)C)C (5-(4-methoxy-2-methylphenyl)-4,6-dimethylpyrimidine). As a reaction SMILES: [CH3:1][O:2][C:3]1[CH:8]=[CH:7][C:6](B2OC(C)(C)C(C)(C)O2)=[C:5]([CH3:18])[CH:4]=1.Br[C:20]1[C:21]([CH3:27])=[N:22][CH:23]=[N:24][C:25]=1[CH3:26].P([O-])([O-])([O-])=O.[K+].[K+].[K+]>O1CCOCC1.O.C1(P(C2C=CC=CC=2)[C-]2C=CC=C2)C=CC=CC=1.[C-]1(P(C2C=CC=CC=2)C2C=CC=CC=2)C=CC=C1.[Fe+2]>[CH3:1][O:2][C:3]1[CH:8]=[CH:7][C:6]([C:20]2[C:21]([CH3:27])=[N:22][CH:23]=[N:24][C:25]=2[CH3:26])=[C:5]([CH3:18])[CH:4]=1 |f:2.3.4.5,8.9.10|. Procedure details: 1,1′-Bis(diphenylphosphino)ferrocene]dichloropalladium(II)-dichloromethane complex (5 g, 6 mmol) was added to a degassed mixture of 2-(4-methoxy-2-methylphenyl)-4,4,5,5-tetramethyl-1,3,2-dioxaborolane (30 g, 120 mmol), 5-bromo-4,6-dimethylpyrimidine (22.5 g, 120 mmol), and potassium phosphate (76.3 g, 359 mmol) in 1,4-dioxane (300 mL) and water (150 mL). The reaction mixture was heated at reflux for 4 hours, whereupon it was filtered and concentrated in vacuo. Purification via silica gel chromat...